This data is from the Open Reaction Database (ORD), a public repository of structured organic reaction records. The task is: describe an organic reaction: reactants, conditions, products, and yield The reactants are Cc1ccccc1, Cl, O=C(c1ccc(F)cc1)C1CCNCC1, [I-], [Na+], [Na+], [Na+], O=C([O-])[O-], O, ClCCCCc1ccccc1. Yields the product O=C(c1ccc(F)cc1)C1CCN(CCCCc2ccccc2)CC1. RXN SMILES: [CH3:37][c:38]1[cH:39][cH:40][cH:41][cH:42][cH:43]1.[ClH:14].[F:15][c:16]1[cH:17][cH:18][c:19]([C:20](=[O:21])[CH:22]2[CH2:23][CH2:24][NH:25][CH2:26][CH2:27]2)[cH:28][cH:29]1.[I-:2].[Na+:1].[Na+:30].[Na+:31].[O-:32][C:33](=[O:34])[O-:35].[OH2:36].[c:3]1([CH2:9][CH2:10][CH2:11][CH2:12][Cl:13])[cH:4][cH:5][cH:6][cH:7][cH:8]1>>[c:3]1([CH2:9][CH2:10][CH2:11][CH2:12][N:25]2[CH2:24][CH2:23][CH:22]([C:20]([c:19]3[cH:18][cH:17][c:16]([F:15])[cH:29][cH:28]3)=[O:21])[CH2:27][CH2:26]2)[cH:4][cH:5][cH:6][cH:7][cH:8]1. The reactants are CC(C)(C)OC(=O)NC(CCCNCN=N[N+](=O)[O-])C(=O)O, ClCCCl, [Cl-], Nc1nccs1, [Na+], CN(C)C=O. Product: CC(C)(C)OC(=O)NC(CCCNCN=N[N+](=O)[O-])C(=O)Nc1nccs1. Reaction SMILES: [C:1]([CH3:2])([CH3:3])([CH3:4])[O:5][C:6](=[O:7])[NH:8][CH:9]([C:10](=[O:11])[OH:12])[CH2:13][CH2:14][CH2:15][NH:16][CH2:17][N:18]=[N:19][N+:20](=[O:21])[O-:22].[CH2:29]([Cl:30])[CH2:31][Cl:32].[Cl-:34].[NH2:23][c:24]1[s:25][cH:26][cH:27][n:28]1.[Na+:33].[O:35]=[CH:36][N:37]([CH3:38])[CH3:39]>>[C:1]([CH3:2])([CH3:3])([CH3:4])[O:5][C:6](=[O:7])[NH:8][CH:9]([C:10](=[O:12])[NH:23][c:24]1[s:25][cH:26][cH:27][n:28]1)[CH2:13][CH2:14][CH2:15][NH:16][CH2:17][N:18]=[N:19][N+:20](=[O:21])[O-:22]. The reactants are C1(=CC=CC=C1)P(=O)(C1=CC=CC=C1)N=[N+]=[N-] (diphenylphosphoryl azide), C(=O)N1CCNCC1 (1-formylpiperazine), COC1=CC=C(C=C1)C(=CC(=O)O)C1=CC=C(C=C1)OC (3,3-bis(4-methoxyphenyl)acrylic acid), C([O-])(O)=O.[Na+] (sodium bicarbonate). Solvent: C(C)N(CC)CC (triethylamine), C(Cl)Cl (methylene chloride). Yields the product COC1=CC=C(C=C1)C(=CC(=O)N1CCNCC1)C1=CC=C(C=C1)OC (1-[3,3-bis(4-methoxyphenyl)acryloyl]piperazine). RXN SMILES: C1(P(N=[N+]=[N-])(C2C=CC=CC=2)=O)C=CC=CC=1.[CH:18]([N:20]1[CH2:25][CH2:24][NH:23][CH2:22][CH2:21]1)=[O:19].[CH3:26][O:27][C:28]1[CH:33]=[CH:32][C:31]([C:34]([C:39]2[CH:44]=[CH:43][C:42]([O:45][CH3:46])=[CH:41][CH:40]=2)=[CH:35]C(O)=O)=[CH:30][CH:29]=1.C(=O)(O)[O-].[Na+]>C(N(CC)CC)C.C(Cl)Cl>[CH3:46][O:45][C:42]1[CH:41]=[CH:40][C:39]([C:34]([C:31]2[CH:30]=[CH:29][C:28]([O:27][CH3:26])=[CH:33][CH:32]=2)=[CH:35][C:18]([N:20]2[CH2:25][CH2:24][NH:23][CH2:22][CH2:21]2)=[O:19])=[CH:44][CH:43]=1 |f:3.4|. Reported procedure: 3,41 ml of diphenylphosphoryl azide and 1.09 ml of 1-formylpiperazine were added to a 60 ml of a methylene chloride solution of 3.00 g of 3,3-bis(4-methoxyphenyl)acrylic acid and 2.94 ml of triethylamine. The reaction mixture was then stirred for2 hours at room temperature, after which it was poured into a saturated aqueous solution of sodium bicarbonate and extracted twice with methylene chloride. The combined extracts were washed with water, dried over anhydrous sodium sulfate and evaporated u... Starting materials: CC1=C(N=C(S1)COC1=CC=C(C=CC(=O)OC)C=C1)C1=CC=CC=C1 (methyl 4-(5-methyl-4-phenyl-2-thiazolylmethoxy)cinnamate), [H-].C(C(C)C)[Al+]CC(C)C (diisobutylaluminum hydride). The product is CC1=C(N=C(S1)COC1=CC=C(C=C1)/C=C/CO)C1=CC=CC=C1 ((E)-3-[4-(5-methyl-4-phenyl-2-thiazolylmethoxy)phenyl]-2-propen-1-ol). Reaction SMILES: [CH3:1][C:2]1[S:6][C:5]([CH2:7][O:8][C:9]2[CH:20]=[CH:19][C:12]([CH:13]=[CH:14][C:15](OC)=[O:16])=[CH:11][CH:10]=2)=[N:4][C:3]=1[C:21]1[CH:26]=[CH:25][CH:24]=[CH:23][CH:22]=1.[H-].C([Al+]CC(C)C)C(C)C>>[CH3:1][C:2]1[S:6][C:5]([CH2:7][O:8][C:9]2[CH:20]=[CH:19][C:12](/[CH:13]=[CH:14]/[CH2:15][OH:16])=[CH:11][CH:10]=2)=[N:4][C:3]=1[C:21]1[CH:26]=[CH:25][CH:24]=[CH:23][CH:22]=1 |f:1.2|. Procedure: According to the method described for Reference Example 23, methyl 4-(5-methyl-4-phenyl-2-thiazolylmethoxy)cinnamate was subjected to reduction with diisobutylaluminum hydride to give (E)-3-[4-(5-methyl-4-phenyl-2-thiazolylmethoxy)phenyl]-2-propen-1-ol. Recrystallization from ethyl acetate--isopropyl ether gave colorless prisms, m.p.125°-126° C. Reactants: COC=1C=C2C(=NC=NC2=CC1OC)OC=1C=C(N)C=CC1 (3-(6,7-dimethoxyquinazolin-4-yloxy)aniline), COC=1C=C(C=C(C1)C(F)(F)F)NC(OC1=CC=CC=C1)=O (phenyl 3-methoxy-5-(trifluoromethyl)phenylcarbamate). The product is COC=1C=C2C(=NC=NC2=CC1OC)OC=1C=C(C=CC1)NC(=O)NC1=CC(=CC(=C1)C(F)(F)F)OC (1-(3-(6,7-dimethoxyquinazolin-4-yloxy)phenyl)-3-(3-methoxy-5-(trifluoromethyl)phenyl)urea). Yield: 46.7%. As a reaction SMILES: [CH3:1][O:2][C:3]1[CH:4]=[C:5]2[C:10](=[CH:11][C:12]=1[O:13][CH3:14])[N:9]=[CH:8][N:7]=[C:6]2[O:15][C:16]1[CH:17]=[C:18]([CH:20]=[CH:21][CH:22]=1)[NH2:19].[CH3:23][O:24][C:25]1[CH:26]=[C:27]([NH:35][C:36](=O)[O:37]C2C=CC=CC=2)[CH:28]=[C:29]([C:31]([F:34])([F:33])[F:32])[CH:30]=1>>[CH3:1][O:2][C:3]1[CH:4]=[C:5]2[C:10](=[CH:11][C:12]=1[O:13][CH3:14])[N:9]=[CH:8][N:7]=[C:6]2[O:15][C:16]1[CH:17]=[C:18]([NH:19][C:36]([NH:35][C:27]2[CH:28]=[C:29]([C:31]([F:32])([F:33])[F:34])[CH:30]=[C:25]([O:24][CH3:23])[CH:26]=2)=[O:37])[CH:20]=[CH:21][CH:22]=1. Reported procedure: 3-(6,7-dimethoxyquinazolin-4-yloxy)aniline from Example 113A (89 g, 0.3 mmol) and phenyl 3-methoxy-5-(trifluoromethyl)phenylcarbamate from Example 115A (140 mg, 0.45 mmol) were reacted using the procedure in Example 115C to give 1-(3-(6,7-dimethoxyquinazolin-4-yloxy)phenyl)-3-(3-methoxy-5-(trifluoromethyl)phenyl)urea (71 mg, 0.14 mmol, 46%). 1H NMR (300 MHz, DMSO-d6) δ 9.19 (s, 1H), 9.08 (s, 1H), 8.56 (s, 1H), 7.62-7.55 (m, 2H), 7.48 (s, 1H), 7.45-7.37 (m, 2H), 7.31-7.24 (m, 2H), 6.95 (d, 1H), 6... The reactants are CCC(C)(C)CCC#N, CC(C)C[AlH]CC(C)C, CCOCC, Cl, C1COCCO1, O. The product is CCC(C)(C)CCC=O. As a reaction SMILES: [CH3:10][C:11]([CH2:12][CH2:13][C:14]#[N:15])([CH2:16][CH3:17])[CH3:18].[CH3:1][CH:2]([CH2:3][AlH:4][CH2:5][CH:6]([CH3:7])[CH3:8])[CH3:9].[CH3:21][CH2:22][O:23][CH2:24][CH3:25].[ClH:20].[O:26]1[CH2:27][CH2:28][O:29][CH2:30][CH2:31]1.[OH2:19]>>[CH3:10][C:11]([CH2:12][CH2:13][CH:14]=[O:19])([CH2:16][CH3:17])[CH3:18].